describe an organic reaction: reactants, conditions, products, and yield From a dataset of the Open Reaction Database (ORD), a public repository of structured organic reaction records. Starting materials: C1=C(C2=C(N1C3C(C(C(O3)CO)O)O)N=C(N=C2N)Cl)C#N (2-chloro-toyocamycin), NO (hydroxylamine). The solvent is C(C)O (ethanol). Conditions: time 24 hour. Product: NC=1C2=C(N=C(N1)Cl)N(C=C2C(N)=NO)[C@H]2[C@H](O)[C@H](O)[C@H](O2)CO (4-Amino-2-chloro-7-(β-D-ribofuranosyl)pyrrolo[2,3-d]pyrimidine-5-carboxamidoxime). The yield is 72.6%. Reaction SMILES: [CH:1]1[N:5]([CH:6]2[O:10][CH:9]([CH2:11][OH:12])[CH:8]([OH:13])[CH:7]2[OH:14])[C:4]2[N:15]=[C:16]([Cl:20])[N:17]=[C:18]([NH2:19])[C:3]=2[C:2]=1[C:21]#[N:22].[NH2:23][OH:24]>C(O)C>[NH2:19][C:18]1[C:3]2[C:2]([C:21](=[N:23][OH:24])[NH2:22])=[CH:1][N:5]([C@@H:6]3[O:10][C@H:9]([CH2:11][OH:12])[C@@H:8]([OH:13])[C@H:7]3[OH:14])[C:4]=2[N:15]=[C:16]([Cl:20])[N:17]=1. Reported procedure: 2-Chlorotoyocamycin (6, 250 mg) and solid hydroxylamine (250 mg) were added to 20 ml of absolute ethanol and the mixture was heated at reflux temperature for 30 min. The solution was allowed to stand at -10° for 24 hr and the solid was collected by filtration, washed with 10 ml of ice cold ethanol and recrystallized from water to yield 200 mg (76%) of 10, mp 170° dec.